The task is: describe an organic reaction: reactants, conditions, products, and yield. This data is from the Open Reaction Database (ORD), a public repository of structured organic reaction records. Reactants: C1(=CC=CC=C1)O (phenol), 3,3',5,5'-tetra-t-butyl-4,4'-diphenoquinone, C(C)(C)(C)C1=C(C(=CC=C1)C(C)(C)C)O (2,6-di-t-butylphenol), S(O)(O)(=O)=O (sulfuric acid). Run at time 1 hour. Product: C1=CC(=CC=C1C2=CC=C(C=C2)O)O (p,p'-biphenol). As a reaction SMILES: C([C:5]1[CH:10]=[CH:9][CH:8]=[C:7](C(C)(C)C)[C:6]=1[OH:15])(C)(C)C.S(=O)(=O)(O)O.[C:21]1([OH:27])[CH:26]=[CH:25][CH:24]=[CH:23][CH:22]=1>>[CH:10]1[C:9]([C:24]2[CH:25]=[CH:26][C:21]([OH:27])=[CH:22][CH:23]=2)=[CH:8][CH:7]=[C:6]([OH:15])[CH:5]=1. Reported procedure: A starting material which was a mixture of 3,3',5,5'-tetra-t-butyl-4,4'-diphenoquinone (1.0 g) and 2,6-di-t-butylphenol (1.0 g) was subjected to reaction at 180° C. for 1 hour in a nigrogen gas atmosphere using 10 ml of phenol as a solvent. Thereafter, 0.03 g of sulfuric acid was added to the reaction solution as a catalyst and the reaction was continued for an additional 1 hour at 180° C. in a nitrogen gas atmosphere. As a result, p,p'-biphenol was obtained in an amount of 0.56 g (yield, 62.5%)... Reactants: Cc1csc(Nc2ncc(Br)cc2Sc2cccc(C(N)=O)c2)n1, CC#N, [Na+], O=C([O-])O, O=P(Cl)(Cl)Cl. Product: Cc1csc(Nc2ncc(Br)cc2Sc2cccc(C#N)c2)n1. RXN SMILES: [Br:1][c:2]1[cH:3][c:4]([S:15][c:16]2[cH:17][c:18]([C:19](=[O:20])[NH2:21])[cH:22][cH:23][cH:24]2)[c:5]([NH:8][c:9]2[s:10][cH:11][c:12]([CH3:14])[n:13]2)[n:6][cH:7]1.[CH3:35][C:36]#[N:37].[Na+:34].[O-:30][C:31]([OH:32])=[O:33].[P:25]([Cl:26])([Cl:27])([Cl:28])=[O:29]>>[Br:1][c:2]1[cH:3][c:4]([S:15][c:16]2[cH:17][c:18]([C:19]#[N:21])[cH:22][cH:23][cH:24]2)[c:5]([NH:8][c:9]2[s:10][cH:11][c:12]([CH3:14])[n:13]2)[n:6][cH:7]1. Yields the product O=C1N(C(C2=CC=CC=C12)=O)CCCCC(C(=O)O)(C)S(=O)(=O)C1=CC=C(C=C1)OC (6-(1,3-Dioxo-1,3-dihydro-isoindol-2-yl)-2-(4-methoxy-benzenesulfonyl)-2-methyl-hexanoic acid). Procedure details: Following the procedure as outlined in Example 9, 6-(1,3-Dioxo-1,3-dihydro-isoindol-2-yl)-2-(4-methoxy-benzenesulfonyl)-2-methyl-hexanoic acid ethyl ester was prepared, starting from (5.0 g, 20 mmol) of 2-(4-methoxy-benzenesulfonyl)-acetic acid ethyl ester and 4-phathalimido bromobutane (5.66 g, 20 mmol). Yield 8.4 g, 97%; Colorless oil; MS: 474 (M+H). Starting from 6-(1,3-Dioxo-1,3-dihydro-isoindol-2-yl)-2-(4-methoxy-benzenesulfonyl)-2-methyl-hexanoic acid ethyl ester (8.4 g, 17.7 mmol) 6;95 g ... RXN SMILES: C([O:3][C:4](=[O:33])[C:5]([S:22]([C:25]1[CH:30]=[CH:29][C:28]([O:31][CH3:32])=[CH:27][CH:26]=1)(=[O:24])=[O:23])([CH3:21])[CH2:6][CH2:7][CH2:8][CH2:9][N:10]1[C:18](=[O:19])[C:17]2[C:12](=[CH:13][CH:14]=[CH:15][CH:16]=2)[C:11]1=[O:20])C.C(OC(=O)CS(C1C=CC(OC)=CC=1)(=O)=O)C.C1(=O)N(CCCCBr)C(=O)C2=CC=CC=C12>>[O:19]=[C:18]1[C:17]2[C:12](=[CH:13][CH:14]=[CH:15][CH:16]=2)[C:11](=[O:20])[N:10]1[CH2:9][CH2:8][CH2:7][CH2:6][C:5]([S:22]([C:25]1[CH:26]=[CH:27][C:28]([O:31][CH3:32])=[CH:29][CH:30]=1)(=[O:23])=[O:24])([CH3:21])[C:4]([OH:33])=[O:3]. The yield is 88.0%. Starting materials: C(C)OC(C(CCCCN1C(C2=CC=CC=C2C1=O)=O)(C)S(=O)(=O)C1=CC=C(C=C1)OC)=O (6-(1,3-Dioxo-1,3-dihydro-isoindol-2-yl)-2-(4-methoxy-benzenesulfonyl)-2-methyl-hexanoic acid ethyl ester), C(C)OC(C(CCCCN1C(C2=CC=CC=C2C1=O)=O)(C)S(=O)(=O)C1=CC=C(C=C1)OC)=O (6-(1,3-Dioxo-1,3-dihydro-isoindol-2-yl)-2-(4-methoxy-benzenesulfonyl)-2-methyl-hexanoic acid ethyl ester), C(C)OC(CS(=O)(=O)C1=CC=C(C=C1)OC)=O (2-(4-methoxy-benzenesulfonyl)-acetic acid ethyl ester), C1(C=2C(C(N1CCCCBr)=O)=CC=CC2)=O (4-phathalimido bromobutane). Starting materials: NCCNC(=O)C=1C=C(C(=O)CNCCN2CCC(CC2)OC(NC2=C(C=CC=C2)C2=CC=CC=C2)=O)C=CC1 (biphenyl-2-ylcarbamic acid 1-(2-{[3-(2-aminoethylcarbamoyl)benzoyl]methylamino}ethyl)piperidin-4-yl ester), 4-hydroxybenzaldehyde10,411,879, [BH-](OC(=O)C)(OC(=O)C)OC(=O)C.[Na+] (Na(OAc)3BH). The solvent is CO (MeOH). Product: OC1=CC=C(CNCCNC(=O)C=2C=C(C(=O)CNCCN3CCC(CC3)OC(NC3=C(C=CC=C3)C3=CC=CC=C3)=O)C=CC2)C=C1 (Biphenyl-2-ylcarbamic Acid 1-[2-({3-[2-(4-Hydroxybenzylamino)ethylcarbamoyl]benzoyl}methylamino)ethyl]piperidin-4-yl Ester), solid. The yield is 73.0%. As a reaction SMILES: [NH2:1][CH2:2][CH2:3][NH:4][C:5]([C:7]1[CH:8]=[C:9]([CH:38]=[CH:39][CH:40]=1)[C:10]([CH2:12][NH:13][CH2:14][CH2:15][N:16]1[CH2:21][CH2:20][CH:19]([O:22][C:23](=[O:37])[NH:24][C:25]2[CH:30]=[CH:29][CH:28]=[CH:27][C:26]=2[C:31]2[CH:36]=[CH:35][CH:34]=[CH:33][CH:32]=2)[CH2:18][CH2:17]1)=[O:11])=[O:6].[BH-](O[C:51]([CH3:53])=[O:52])(OC(C)=O)OC(C)=O.[Na+]>CO>[OH:52][C:51]1[CH:53]=[CH:5][C:7]([CH2:8][NH:1][CH2:2][CH2:3][NH:4][C:5]([C:7]2[CH:8]=[C:9]([CH:38]=[CH:39][CH:40]=2)[C:10]([CH2:12][NH:13][CH2:14][CH2:15][N:16]2[CH2:21][CH2:20][CH:19]([O:22][C:23](=[O:37])[NH:24][C:25]3[CH:30]=[CH:29][CH:28]=[CH:27][C:26]=3[C:31]3[CH:36]=[CH:35][CH:34]=[CH:33][CH:32]=3)[CH2:18][CH2:17]2)=[O:11])=[O:6])=[CH:40][CH:39]=1 |f:1.2|. Procedure: A solution of biphenyl-2-ylcarbamic acid 1-(2-{[3-(2-aminoethylcarbamoyl)benzoyl]methylamino}ethyl)piperidin-4-yl ester (9.31 g, 17.1 mmol; prepared as described in Preparation 8) and 4-hydroxybenzaldehyde10,411,879 (2.30 g, 18.8 mmol, 1.1 eq) in 125 mL MeOH was stirred at room temperature for 2 hours. Na(OAc)3BH (7.26 g, 34.2 mmol, 2.0 eq) was added to the reaction at room temperature in two portions separated in one hour interval. The reaction was stirred for an additional hour before being co... Starting materials: COC1=CC=C(C=C1)C(O)(C1CCN(CC1)CC1=CC=CC=C1)C1=CC=C(C=C1)OC (α,α-bis(4-methoxyphenyl)-1-(phenylmethyl)-4-piperidinemethanol). The reagents and catalysts are [Pd] (Pd/C). Solvent: C(C)O (ethanol). The product is COC1=CC=C(C=C1)C(O)(C1CCNCC1)C1=CC=C(C=C1)OC (α,α-Bis(4-methoxyphenyl)-4-piperidinemethanol). Yield: 29.8%. RXN SMILES: [CH3:1][O:2][C:3]1[CH:8]=[CH:7][C:6]([C:9]([C:24]2[CH:29]=[CH:28][C:27]([O:30][CH3:31])=[CH:26][CH:25]=2)([CH:11]2[CH2:16][CH2:15][N:14](CC3C=CC=CC=3)[CH2:13][CH2:12]2)[OH:10])=[CH:5][CH:4]=1>C(O)C.[Pd]>[CH3:31][O:30][C:27]1[CH:28]=[CH:29][C:24]([C:9]([C:6]2[CH:5]=[CH:4][C:3]([O:2][CH3:1])=[CH:8][CH:7]=2)([CH:11]2[CH2:16][CH2:15][NH:14][CH2:13][CH2:12]2)[OH:10])=[CH:25][CH:26]=1. Procedure: A solution of 36.7 g (0.088 mole) of α,α-bis(4-methoxyphenyl)-1-(phenylmethyl)-4-piperidinemethanol in 500 ml of absolute ethanol was hydrogenated over 1 tsp of 5% Pd/C at 60° C. in a Parr apparatus over the weekend. The mixture was cooled, filtered through Celite®, fresh catalyst added to the filtrate and the process repeated until no starting material was present by mass spectral analysis. The filtrate was concentrated and the residue was partitioned between methylene chloride and a 5% sodium ... Starting materials: [OH-].[Na+] (sodium hydroxide), C(=S)=S (carbon disulphide), [OH-].[Na+] (sodium hydroxide), CCOCC (ether), CI (methyl iodide), C(C)S(=O)(=O)N (ethanesulphonamide), [OH-].[Na+] (sodium hydroxide), C(=S)=S (carbon disulphide). Run in O (water), S(=O)(=O)([O-])OS(=O)(=O)[O-].[C+4].S(=O)(=O)([O-])OS(=O)(=O)[O-] (carbon disulphate), O (water), CN(C=O)C (dimethylformamide), O (water). Reaction conditions: time 10 minute. Product: CS(C(OC)=S)=NS(=O)(=O)CC (N-ethanesulphonyliminodithiocarbonic acid dimethyl ester). Reaction SMILES: [CH2:1]([S:3]([NH2:6])(=[O:5])=[O:4])[CH3:2].[OH-].[Na+].[CH3:9]I.C[CH2:12][O:13]CC.[C:16](=[S:18])=[S:17]>CN(C)C=O.O.S(OS([O-])(=O)=O)([O-])(=O)=O.[C+4].S(OS([O-])(=O)=O)([O-])(=O)=O>[CH3:9][S:17](=[N:6][S:3]([CH2:1][CH3:2])(=[O:5])=[O:4])[C:16](=[S:18])[O:13][CH3:12] |f:1.2,8.9.10|. Procedure details: To a solution of ethanesulphonamide (12.0 g.) in dimethylformamide (75 ml.) at 4°, was added a solution of sodium hydroxide (4.45 g.) in water (6 ml.) and carbon disulphide (3.6 ml.) After stirring for 10 minutes at 5° sodium hydroxide (2.2 g.) in water (3 ml.) and carbon disulphate (1.5 ml) was added and after a further 10 minutes similar quantities of sodium hydroxide and carbon disulphide were again added. After stirring for 10 minutes at 5°, methyl iodide (42.6 g.) was added without external... The reactants are O1C(CCCC1)O (tetrahydropyran-2-ol), C(C)OC(=O)CC=C1C(P(CC1)C1=CC=CC=C1)(C1=CC=CC=C1)C1=CC=CC=C1 ((ethoxycarbonylethylidene) triphenylphospholane), C1=CC=CC=C1 (benzene). Reaction conditions: temperature 90 celsius. Yields the product OCCCC/C=C(/C(=O)OCC)\C ((E)-ethyl 7-hydroxy-2-methyl-2-heptenate). RXN SMILES: [O:1]1[CH2:6][CH2:5][CH2:4][CH2:3][CH:2]1[OH:7].C([O:10][C:11]([CH2:13][CH:14]=[C:15]1CCP(C2C=CC=CC=2)C1(C1C=CC=CC=1)C1C=CC=CC=1)=O)C.[CH:38]1C=CC=CC=1>>[OH:10][CH2:11][CH2:13][CH2:14][CH2:15]/[CH:4]=[C:3](\[CH3:38])/[C:2]([O:1][CH2:6][CH3:5])=[O:7]. Reported procedure: Tetrahydropyran-2-ol (2) (14.03 g; 0.138 mol) is added to a benzene solution (300 ml) of (ethoxycarbonylethylidene) triphenylphospholane (64.40 g; 0.178 mol) and the whole is refluxed at 90° C. for 1.5 hours. After the temperature is returned to room temperature, the solvent is then distilled off under reduced pressure, and the residue is separated and purified by column chromatography (developing solution, ethyl acetate:hexane=1:5) to produce Ester 3 (25.15 g; 0.135 mol) of 98% in yield.